This data is from the Open Reaction Database (ORD), a public repository of structured organic reaction records. The task is: describe an organic reaction: reactants, conditions, products, and yield Reactants: N=C(C(=O)OCC)C=1C=CC(=NC1)Br (ethyl imino(2-bromopyridin-5-yl)acetate), N#N.C(CCC)C(C(=O)NN)CCC (N2 butyl valeric acid hydrazide). The solvent is CO (methanol). Product: BrC1=NC=C(C=C1)CC1=NC(=NN1CCCC)CCCC (2-bromo-5-[(1, 3-dibutyl-1H-1,2,4-triazol-5-yl)methyl]pyridine). The yield is 79.7%. Reaction SMILES: N=[C:2]([C:8]1[CH:9]=[CH:10][C:11]([Br:14])=[N:12][CH:13]=1)[C:3](OCC)=O.[N:15]#[N:16].C([CH:21]([CH2:26][CH2:27][CH3:28])[C:22]([NH:24]N)=O)CCC>CO>[Br:14][C:11]1[CH:10]=[CH:9][C:8]([CH2:2][C:3]2[N:16]([CH2:3][CH2:2][CH2:8][CH3:13])[N:15]=[C:22]([CH2:21][CH2:26][CH2:27][CH3:28])[N:24]=2)=[CH:13][N:12]=1 |f:1.2|. Reported procedure: Under nitrogen, a solution of 1.2 g (5 mmol) of imidate ester from step 6 and 850 mg (5 mmol) of N2 -butyl valeric acid hydrazide from step 2 in 25 mL of absolute methanol was stirred for 24 h at ambient temperature. The methanol was removed in vacuo and replaced with 25 mL of anhydrous toluene. The reaction vessel was equipped with a Dean-Stark trap and the reaction stirred at reflux for 48 h. Concentration in vacuo produced the crude product residue. Purification by silica gel chromatography (...